Task: describe an organic reaction: reactants, conditions, products, and yield. Dataset: the Open Reaction Database (ORD), a public repository of structured organic reaction records The reactants are CNC(=O)c1n[nH]cc1Br, O=C([O-])[O-], CC(C)(C)OC(=O)N1CCC(OS(C)(=O)=O)CC1, CC#N, [K+], [K+]. The product is CNC(=O)c1nn(C2CCN(C(=O)OC(C)(C)C)CC2)cc1Br. RXN SMILES: [Br:1][c:2]1[c:3]([C:7](=[O:8])[NH:9][CH3:10])[n:4][nH:5][cH:6]1.[C:11](=[O:12])([O-:13])[O-:14].[CH3:17][S:18]([O:19][CH:22]1[CH2:23][CH2:24][N:25]([C:28](=[O:29])[O:30][C:31]([CH3:32])([CH3:33])[CH3:34])[CH2:26][CH2:27]1)(=[O:20])=[O:21].[CH3:35][C:36]#[N:37].[K+:15].[K+:16]>>[Br:1][c:2]1[c:3]([C:7](=[O:8])[NH:9][CH3:10])[n:4][n:5]([CH:22]2[CH2:23][CH2:24][N:25]([C:28](=[O:29])[O:30][C:31]([CH3:32])([CH3:33])[CH3:34])[CH2:26][CH2:27]2)[cH:6]1.